From a dataset of the Open Reaction Database (ORD), a public repository of structured organic reaction records. describe an organic reaction: reactants, conditions, products, and yield The reactants are BrC1=CC(=C(S1)C(=O)OC)C=O (Methyl 5-bromo-3-formylthiophene-2-carboxylate), C([O-])([O-])=O.[Cs+].[Cs+] (cesium carbonate), CO[C@@H]1CNCC[C@@H]1NC(OCC1=CC=CC=C1)=O (benzyl cis(±)-(3-methoxypiperidin-4-yl)-carbamate), C=1C=CC(=CC1)P(C=2C=CC=CC2)C3=CC=C4C=CC=CC4=C3C5=C6C=CC=CC6=CC=C5P(C=7C=CC=CC7)C=8C=CC=CC8 (BINAP). The reagents and catalysts are C(C)(=O)[O-].[Pd+2].C(C)(=O)[O-] (palladium acetate). Yields the product C(C1=CC=CC=C1)OC(=O)N[C@@H]1[C@@H](CN(CC1)C1=CC(=C(S1)C(=O)OC)C=O)OC (Methyl cis(±)-5-(4-{[(benzyloxy)carbonyl]amino}-3-methoxypiperidin-1-yl)-3-formylthiophene-2-carboxylate). Yield: 20.9%. As a reaction SMILES: Br[C:2]1[S:6][C:5]([C:7]([O:9][CH3:10])=[O:8])=[C:4]([CH:11]=[O:12])[CH:3]=1.[CH3:13][O:14][C@H:15]1[C@@H:20]([NH:21][C:22](=[O:31])[O:23][CH2:24][C:25]2[CH:30]=[CH:29][CH:28]=[CH:27][CH:26]=2)[CH2:19][CH2:18][NH:17][CH2:16]1.C1C=CC(P(C2C(C3C(P(C4C=CC=CC=4)C4C=CC=CC=4)=CC=C4C=3C=CC=C4)=C3C(C=CC=C3)=CC=2)C2C=CC=CC=2)=CC=1.C(=O)([O-])[O-].[Cs+].[Cs+]>C([O-])(=O)C.[Pd+2].C([O-])(=O)C>[CH2:24]([O:23][C:22]([NH:21][C@H:20]1[CH2:19][CH2:18][N:17]([C:2]2[S:6][C:5]([C:7]([O:9][CH3:10])=[O:8])=[C:4]([CH:11]=[O:12])[CH:3]=2)[CH2:16][C@H:15]1[O:14][CH3:13])=[O:31])[C:25]1[CH:26]=[CH:27][CH:28]=[CH:29][CH:30]=1 |f:3.4.5,6.7.8|. Procedure: The same operation as in Example (244b) was performed using methyl 5-bromo-3-formylthiophene-2-carboxylate obtained in Example (246b) (974 mg, 3.91 mmol), benzyl cis(±)-(3-methoxypiperidin-4-yl)-carbamate obtained in Example (40b) (1.10 g, 4.16 mmol), palladium acetate (176 mg, 0.78 mmol), BINAP (0.49 g, 0.78 mmol) and cesium carbonate (1.78 g, 5.47 mmol), to obtain 354 mg of the title compound as a yellow oily substance (21%). Reactants: ClC1=NC(=CC=C1)C=1NC=CN1 (2-chloro-6-(1H-imidazol-2-yl)-pyridine), O (water), CN(C)C=O (DMF). The reagents and catalysts are [C-]#N.[Zn+2].[C-]#N (zinc cyanide), C=1C=CC(=CC1)/C=C/C(=O)/C=C/C2=CC=CC=C2.C=1C=CC(=CC1)/C=C/C(=O)/C=C/C2=CC=CC=C2.C=1C=CC(=CC1)/C=C/C(=O)/C=C/C2=CC=CC=C2.[Pd].[Pd] (Pd2(dba)3), C1=CC=C(C=C1)P([C-]2C=CC=C2)C3=CC=CC=C3.C1=CC=C(C=C1)P([C-]2C=CC=C2)C3=CC=CC=C3.[Fe+2] (DPPF). Run at temperature 40 celsius. The product is N1C(=NC=C1)C1=CC=CC(=N1)C#N (6-(1H-imidazol-2-yl)-pyridine-2-carbonitrile). As a reaction SMILES: Cl[C:2]1[CH:7]=[CH:6][CH:5]=[C:4]([C:8]2[NH:9][CH:10]=[CH:11][N:12]=2)[N:3]=1.O.[CH3:14][N:15](C=O)C>[C-]#N.[Zn+2].[C-]#N.C1C=CC(/C=C/C(/C=C/C2C=CC=CC=2)=O)=CC=1.C1C=CC(/C=C/C(/C=C/C2C=CC=CC=2)=O)=CC=1.C1C=CC(/C=C/C(/C=C/C2C=CC=CC=2)=O)=CC=1.[Pd].[Pd].C1C=CC(P(C2C=CC=CC=2)[C-]2C=CC=C2)=CC=1.C1C=CC(P(C2C=CC=CC=2)[C-]2C=CC=C2)=CC=1.[Fe+2]>[NH:12]1[CH:11]=[CH:10][N:9]=[C:8]1[C:4]1[N:3]=[C:2]([C:14]#[N:15])[CH:7]=[CH:6][CH:5]=1 |f:3.4.5,6.7.8.9.10,11.12.13|. Reported procedure: A mixture of 2-chloro-6-(1H-imidazol-2-yl)-pyridine (800 mg, 4.45 mmol), zinc cyanide (313 mg, 2.68 mmol), Pd2(dba)3 (122 mg, 0.133 mmol), DPPF (144 mg, 0.27 mmol) and water (0.1 mL) in DMF (10 mL) is degassed with argon for 15 minutes. The mixture is then heated at 40° C. overnight in a sealed tube. Solvent is removed and water (30 mL) is added and the mixture is extracted with methylene chloride. On drying (MgSO4), the solvent is removed. Column separation gives the product (172). Starting materials: C(C)OC1=CC=C(C=C1)C=CC1=CC=C(C=C1)C1=CC=C(C=C1)CCCCC (1-(p-ethoxyphenyl)-2-(4'-n-pentylbiphenyl-4-yl)ethene). The reagents and catalysts are [Pd] (Pd/C). Solvent: O1CCCC1 (tetrahydrofuran). Yields the product C(C)OC1=CC=C(C=C1)CCC1=CC=C(C=C1)C1=CC=C(C=C1)CCCCC (1-(p-ethoxyphenyl)-2-(4'-n-pentylbiphenyl-4-yl)ethane). RXN SMILES: [CH2:1]([O:3][C:4]1[CH:9]=[CH:8][C:7]([CH:10]=[CH:11][C:12]2[CH:17]=[CH:16][C:15]([C:18]3[CH:23]=[CH:22][C:21]([CH2:24][CH2:25][CH2:26][CH2:27][CH3:28])=[CH:20][CH:19]=3)=[CH:14][CH:13]=2)=[CH:6][CH:5]=1)[CH3:2]>O1CCCC1.[Pd]>[CH2:1]([O:3][C:4]1[CH:5]=[CH:6][C:7]([CH2:10][CH2:11][C:12]2[CH:17]=[CH:16][C:15]([C:18]3[CH:19]=[CH:20][C:21]([CH2:24][CH2:25][CH2:26][CH2:27][CH3:28])=[CH:22][CH:23]=3)=[CH:14][CH:13]=2)=[CH:8][CH:9]=1)[CH3:2]. Procedure: A solution of 10.6 g of 1-(p-ethoxyphenyl)-2-(4'-n-pentylbiphenyl-4-yl)ethene [obtained by Heck coupling of 4-ethoxystyrene with 4-bromo-4'-n-pentylbiphenyl] in 200 ml of tetrahydrofuran is hydrogenated in the presence of Pd/C until the take-up of H is complete. Customary work-up gives 1-(p-ethoxyphenyl)-2-(4'-n-pentylbiphenyl-4-yl)ethane, mp. 81°, cp. 145°. Reactants: C1(=CC=CC=C1)C=1N=C(NC1C1=CC=C(C=C1)SC)C(O)(C(F)(F)F)C(F)(F)F (4-phenyl-5-(4-methylthiophenyl)-α,α-bis(trifluoromethyl)-1H-imidazole-2-methanol), OOS(=O)[O-].[K+] (Oxone), CO (methanol). Reaction conditions: time 8 hour. Yields the product C1(=CC=CC=C1)C=1N=C(NC1C1=CC=C(C=C1)S(=O)(=O)C)C(O)(C(F)(F)F)C(F)(F)F (4-Phenyl-5-(4-methylsulfonylphenyl)-α,α-bis(trifluoromethyl)-1H-imidazole-2-methanol). RXN SMILES: [C:1]1([C:7]2[N:8]=[C:9]([C:20]([C:26]([F:29])([F:28])[F:27])([C:22]([F:25])([F:24])[F:23])[OH:21])[NH:10][C:11]=2[C:12]2[CH:17]=[CH:16][C:15](SC)=[CH:14][CH:13]=2)[CH:6]=[CH:5][CH:4]=[CH:3][CH:2]=1.O[O:31][S:32]([O-:34])=O.[K+].[CH3:36]O>>[C:12]1([C:11]2[N:10]=[C:9]([C:20]([C:22]([F:24])([F:25])[F:23])([C:26]([F:27])([F:28])[F:29])[OH:21])[NH:8][C:7]=2[C:1]2[CH:6]=[CH:5][C:4]([S:32]([CH3:36])(=[O:34])=[O:31])=[CH:3][CH:2]=2)[CH:17]=[CH:16][CH:15]=[CH:14][CH:13]=1 |f:1.2|. Procedure: A mixture of 4.0 g (9.25 mmoles) of 4-phenyl-5-(4-methylthiophenyl)-α,α-bis(trifluoromethyl)-1H-imidazole-2-methanol, 14.2 g (23.1 mmoles) of Oxone® and 115 ml of methanol were stirred overnight. The inorganic solid was filtered off, and the filtrate was concentrated to dryness. The residue was partitioned between ethyl acetate and water and the organic layer was separated. The organic layer was washed with brine and water, dried over anhydrous magnesium sulfate and concentrated in vacuo. The pr... The reactants are CN1N=CC=C1B1OC(C(O1)(C)C)(C)C (1-methyl-5-(4,4,5,5-tetramethyl-1,3,2-dioxaborolan-2-yl)-1H-pyrazole), BrC1=CC(=CN1C)C(=O)OC (methyl 5-bromo-1-methyl-1H-pyrrole-3-carboxylate), CN1N=CC=C1B1OC(C(O1)(C)C)(C)C (1-methyl-5-(4,4,5,5-tetramethyl-1,3,2-dioxaborolan-2-yl)-1H-pyrazole), C([O-])([O-])=O.[K+].[K+] (potassium carbonate). Reagents/catalysts: CC(C)([P](C(C)(C)C)([Pd][P](C(C)(C)C)(C(C)(C)C)C(C)(C)C)C(C)(C)C)C (bis(tri-t-butylphosphine)palladium(0)), CC(C)([P](C(C)(C)C)([Pd][P](C(C)(C)C)(C(C)(C)C)C(C)(C)C)C(C)(C)C)C (bis(tri-t-butylphosphine)palladium(0)). Run in O1CCOCC1 (1,4-Dioxane), O (Water). Run at time 1 hour. Product: CN1C=C(C=C1C1=CC=NN1C)C(=O)OC (methyl 1-methyl-5-(1-methyl-1H-pyrazol-5-yl)-1H-pyrrole-3-carboxylate). Isolated yield 30.8%. Reaction SMILES: Br[C:2]1[N:6]([CH3:7])[CH:5]=[C:4]([C:8]([O:10][CH3:11])=[O:9])[CH:3]=1.[CH3:12][N:13]1[C:17](B2OC(C)(C)C(C)(C)O2)=[CH:16][CH:15]=[N:14]1.C(=O)([O-])[O-].[K+].[K+]>O1CCOCC1.O.CC(C)([P](C(C)(C)C)([Pd][P](C(C)(C)C)(C(C)(C)C)C(C)(C)C)C(C)(C)C)C>[CH3:7][N:6]1[C:2]([C:17]2[N:13]([CH3:12])[N:14]=[CH:15][CH:16]=2)=[CH:3][C:4]([C:8]([O:10][CH3:11])=[O:9])=[CH:5]1 |f:2.3.4,^1:42,48|. Reported procedure: A solution of methyl 5-bromo-1-methyl-1H-pyrrole-3-carboxylate (950 mg, 4.36 mmol), 1-methyl-5-(4,4,5,5-tetramethyl-1,3,2-dioxaborolan-2-yl)-1H-pyrazole (1088 mg, 5.23 mmol)[prepared according to Preparation 3], potassium carbonate (3011 mg, 21.78 mmol) and bis(tri-t-butylphosphine)palladium(0) (111 mg, 0.218 mmol) in 1,4-Dioxane (18.200 ml) and Water (3.64 ml) was stirred at 80° C. in a sealed tube for 1 h. Additional 1-methyl-5-(4,4,5,5-tetramethyl-1,3,2-dioxaborolan-2-yl)-1H-pyrazole (1088 mg... The reactants are CCCCCCCCCCS(=O)(=O)NC(=O)c1cnc(C(=O)O)c(OC)c1, CCCCOC(=O)CN, CCCCO, Cc1ccccc1, NCC(=O)O, O, Cc1ccc(S(=O)(=O)O)cc1. Yields the product CCCCCCCCCCS(=O)(=O)NC(=O)c1cnc(C(=O)NCC(=O)OCCCC)c(OC)c1. RXN SMILES: [CH2:1]([CH2:2][CH2:3][CH2:4][CH2:5][CH2:6][CH2:7][CH2:8][CH2:9][CH3:10])[S:11](=[O:12])(=[O:13])[NH:14][C:15](=[O:16])[c:17]1[cH:18][c:19]([O:26][CH3:27])[c:20]([C:23](=[O:24])[OH:25])[n:21][cH:22]1.[CH2:39]([CH2:40][CH2:41][CH3:42])[O:43][C:44]([CH2:45][NH2:46])=[O:47].[CH2:53]([OH:54])[CH2:55][CH2:56][CH3:57].[CH3:59][c:60]1[cH:61][cH:62][cH:63][cH:64][cH:65]1.[NH2:48][CH2:49][C:50](=[O:51])[OH:52].[OH2:58].[OH:28][S:29]([c:30]1[cH:31][cH:32][c:33]([CH3:34])[cH:35][cH:36]1)(=[O:37])=[O:38]>>[CH2:1]([CH2:2][CH2:3][CH2:4][CH2:5][CH2:6][CH2:7][CH2:8][CH2:9][CH3:10])[S:11](=[O:12])(=[O:13])[NH:14][C:15](=[O:16])[c:17]1[cH:18][c:19]([O:26][CH3:27])[c:20]([C:23](=[O:25])[NH:46][CH2:45][C:44]([O:43][CH2:39][CH2:40][CH2:41][CH3:42])=[O:47])[n:21][cH:22]1.